This data is from the Open Reaction Database (ORD), a public repository of structured organic reaction records. The task is: describe an organic reaction: reactants, conditions, products, and yield The reactants are ClC=1C2=C(N=CN1)C=CC(=N2)C2=CC(=CC=C2)OC(F)(F)F (4-chloro-6-(3-(trifluoromethoxy)phenyl)pyrido[3,2-d]pyrimidine), N (NH3). The solvent is CC(C)O (propan-2-ol). Run at temperature 35 celsius, time 8 hour. Product: FC(OC=1C=C(C=CC1)C=1C=CC=2N=CN=C(C2N1)N)(F)F (6-(3-(trifluoromethoxy)phenyl)pyrido[3,2-d]pyrimidin-4-amine). Yield: 17.0%. Reaction SMILES: Cl[C:2]1[C:3]2[N:11]=[C:10]([C:12]3[CH:17]=[CH:16][CH:15]=[C:14]([O:18][C:19]([F:22])([F:21])[F:20])[CH:13]=3)[CH:9]=[CH:8][C:4]=2[N:5]=[CH:6][N:7]=1.[NH3:23]>CC(O)C>[F:20][C:19]([F:22])([F:21])[O:18][C:14]1[CH:13]=[C:12]([C:10]2[CH:9]=[CH:8][C:4]3[N:5]=[CH:6][N:7]=[C:2]([NH2:23])[C:3]=3[N:11]=2)[CH:17]=[CH:16][CH:15]=1. Reported procedure: The brown solid 4-chloro-6-(3-(trifluoromethoxy)phenyl)pyrido[3,2-d]pyrimidine obtained from step 2 was added to a solution of NH3 in propan-2-ol (50 mL, 12%), and stirred at 35° C. overnight. The reaction was concentrated under reduce pressure and the residue was purified by silica gel column chromatography (66% Ethyl acetate in Pentane) to afford 6-(3-(trifluoromethoxy)phenyl)pyrido[3,2-d]pyrimidin-4-amine (0.2 g, 17% yield) as a brown solid. Starting materials: O=C([O-])[O-], CN(C)C=O, ClCc1ccc2ccccc2n1, [K+], [K+], O, Oc1ccc2[nH]ccc2c1. Product: c1ccc2nc(COc3ccc4[nH]ccc4c3)ccc2c1. As a reaction SMILES: [C:23](=[O:24])([O-:25])[O-:26].[CH:30]([N:31]([CH3:32])[CH3:33])=[O:34].[Cl:11][CH2:12][c:13]1[n:14][c:15]2[cH:16][cH:17][cH:18][cH:19][c:20]2[cH:21][cH:22]1.[K+:27].[K+:28].[OH2:29].[OH:1][c:2]1[cH:3][c:4]2[cH:5][cH:6][nH:7][c:8]2[cH:9][cH:10]1>>[O:1]([c:2]1[cH:3][c:4]2[cH:5][cH:6][nH:7][c:8]2[cH:9][cH:10]1)[CH2:12][c:13]1[n:14][c:15]2[cH:16][cH:17][cH:18][cH:19][c:20]2[cH:21][cH:22]1. Starting materials: Cl.Cl.CNCC=1N=C(N(C1)CSC1=CC=C(C=C1)C)C1=CC=CC=C1 (N-methyl-1-(1-{[(4-methylphenyl)thio]methyl}-2-phenyl-1H-imidazol-4-yl)methanamine dihydrochloride), OOS(=O)[O-].[K+] (oxone), C(O)([O-])=O.[Na+] (sodium hydrogen carbonate), O.O.O.O.O.S(=S)(=O)([O-])[O-].[Na+].[Na+] (Sodium thiosulfate pentahydrate). The solvent is O (water), CC(=O)C (acetone), O (water). Reaction conditions: time 3 hour. Product: Cl.Cl.CNCC=1N=C(N(C1)CS(=O)(=O)C1=CC=C(C=C1)C)C1=CC=CC=C1 (N-methyl-1-(1-{[(4-methylphenyl)sulfonyl]methyl}-2-phenyl-1H-imidazol-4-yl)methanamine dihydrochloride). The yield is 40.7%. RXN SMILES: [ClH:1].Cl.[CH3:3][NH:4][CH2:5][C:6]1[N:7]=[C:8]([C:20]2[CH:25]=[CH:24][CH:23]=[CH:22][CH:21]=2)[N:9]([CH2:11][S:12][C:13]2[CH:18]=[CH:17][C:16]([CH3:19])=[CH:15][CH:14]=2)[CH:10]=1.OOS([O-])=O.[K+].[OH2:32].[OH2:33].O.O.O.S([O-])([O-])(=O)=S.[Na+].[Na+].C(=O)([O-])O.[Na+]>O.CC(C)=O>[ClH:1].[ClH:1].[CH3:3][NH:4][CH2:5][C:6]1[N:7]=[C:8]([C:20]2[CH:25]=[CH:24][CH:23]=[CH:22][CH:21]=2)[N:9]([CH2:11][S:12]([C:13]2[CH:18]=[CH:17][C:16]([CH3:19])=[CH:15][CH:14]=2)(=[O:33])=[O:32])[CH:10]=1 |f:0.1.2,3.4,5.6.7.8.9.10.11.12,13.14,17.18.19|. Procedure details: To a solution of N-methyl-1-(1-{[(4-methylphenyl)thio]methyl}-2-phenyl-1H-imidazol-4-yl)methanamine dihydrochloride (250 mg) in water (10 mL) and acetone (10 mL) was added dropwise a solution of oxone (700 mg) in water (20 mL), and the mixture was stirred at room temperature for 3 hr. Sodium thiosulfate pentahydrate (783 mg) was added to the reaction mixture and the mixture was stirred for 24 hr. A saturated aqueous sodium hydrogen carbonate solution was added, and the mixture was extracted with... Reactants: O=[Ag], COC(=O)C(C)O, CCCI. Yields the product CCCOC(C)C(=O)OC. As a reaction SMILES: [Ag:12]=[O:13].[C:1]([CH:2]([OH:3])[CH3:4])(=[O:5])[O:6][CH3:7].[I:8][CH2:9][CH2:10][CH3:11]>>[C:1]([CH:2]([O:3][CH2:9][CH2:10][CH3:11])[CH3:4])(=[O:5])[O:6][CH3:7]. The reactants are C1(CCCC1)[C@@H]([C@@H](CN(C(=O)OC(C)(C)C)C)N1C(C2=CC=CC=C2C1=O)=O)O (2-((1S,2R)-1-cyclopentyl-1-hydroxy-3-(N-methyl-N-(t-butoxycarbonyl)amino)propan-2-yl)isoindoline-1,3-dione), O.NN (hydrazine monohydrate), CCOCC (Ether). Run in CCO (EtOH). Conditions: temperature 55 celsius, time 1 hour. Product: N[C@H](CN(C(OC(C)(C)C)=O)C)[C@@H](O)C1CCCC1 (tert-butyl (2R,3S)-2-amino-3-cyclopentyl-3-hydroxypropyl-methylcarbamate). Isolated yield 36.7%. As a reaction SMILES: [CH:1]1([C@H:6]([OH:29])[C@H:7]([N:18]2C(=O)C3C(=CC=CC=3)C2=O)[CH2:8][N:9]([CH3:17])[C:10]([O:12][C:13]([CH3:16])([CH3:15])[CH3:14])=[O:11])[CH2:5][CH2:4][CH2:3][CH2:2]1.O.NN.CCOCC>CCO>[NH2:18][C@@H:7]([C@H:6]([CH:1]1[CH2:2][CH2:3][CH2:4][CH2:5]1)[OH:29])[CH2:8][N:9]([CH3:17])[C:10](=[O:11])[O:12][C:13]([CH3:16])([CH3:14])[CH3:15] |f:1.2|. Procedure details: 2-((1S,2R)-1-cyclopentyl-1-hydroxy-3-(N-methyl-N-(t-butoxycarbonyl)amino)propan-2-yl)isoindoline-1,3-dione (0.7961 mg, 2.0 mmol) was dissolved in a minimal volume of EtOH (20 mL) and hydrazine monohydrate (0.5 mL, 10.3 mmol) was added. The solution was heated at 55° C. for 45 min and at reflux for 2 h. A white solid (precipitation of the hydrazone) resulted and the reaction was cooled to rt. Ether (50 mL) was added and the reaction was filtered through #1 Whatman filter paper. The filtrate was s... Reactants: NC=1C=C(OC2=NC=NC3=CC(=C(C=C23)OC)O)C=CC1 (4-(3-aminophenoxy)-6-methoxyquinazolin-7-ol), C(C)(C)(C)C1=CC(=NO1)NC(OC1=CC=CC=C1)=O (phenyl 5-tert-butylisoxazol-3-ylcarbamate). The solvent is CN(C=O)C (N,N-dimethylformamide). Run at temperature 60 celsius. The product is C(C)(C)(C)C1=CC(=NO1)NC(=O)NC1=CC(=CC=C1)OC1=NC=NC2=CC(=C(C=C12)OC)O (1-(5-tert-butylisoxazol-3-yl)-3-(3-(7-hydroxy-6-methoxyquinazolin-4-yloxy)phenyl)urea). Yield: 82.0%. RXN SMILES: [NH2:1][C:2]1[CH:3]=[C:4]([CH:19]=[CH:20][CH:21]=1)[O:5][C:6]1[C:15]2[C:10](=[CH:11][C:12]([OH:18])=[C:13]([O:16][CH3:17])[CH:14]=2)[N:9]=[CH:8][N:7]=1.[C:22]([C:26]1[O:30][N:29]=[C:28]([NH:31][C:32](=O)[O:33]C2C=CC=CC=2)[CH:27]=1)([CH3:25])([CH3:24])[CH3:23]>CN(C)C=O>[C:22]([C:26]1[O:30][N:29]=[C:28]([NH:31][C:32]([NH:1][C:2]2[CH:21]=[CH:20][CH:19]=[C:4]([O:5][C:6]3[C:15]4[C:10](=[CH:11][C:12]([OH:18])=[C:13]([O:16][CH3:17])[CH:14]=4)[N:9]=[CH:8][N:7]=3)[CH:3]=2)=[O:33])[CH:27]=1)([CH3:25])([CH3:23])[CH3:24]. Procedure details: A stirred mixture of 4-(3-aminophenoxy)-6-methoxyquinazolin-7-ol from the previous step (500 mg, 1.77 mmol) and phenyl 5-tert-butylisoxazol-3-ylcarbamate (460 mg, 1.77 mmol) in dry N,N-dimethylformamide (10 mL) was heated at 60° C. for 5 h. After cooling to room temperature the mixture was concentrated under reduced pressure. The residue was triturated with diethyl ether and filtered and dried under reduced pressure to afford 1-(5-tert-butylisoxazol-3-yl)-3-(3-(7-hydroxy-6-methoxyquinazolin-4-yl... Starting materials: Cl.NC=1N(C(CN1)C1=C(C=CC=C1)Cl)CCO (2-amino-5-(o-chlorophenyl)-2-imidazoline-1-ethanol hydrochloride), S(=O)(Cl)Cl (thionyl chloride). The solvent is C(Cl)(Cl)Cl (chloroform). The product is Cl.NC=1N(C(CN1)C1=C(C=CC=C1)Cl)CCCl (2-amino-1-(2-chloroethyl)-5 (o-chlorophenyl)-2-imidazoline hydrochloride). Reaction SMILES: Cl.[NH2:2][C:3]1[N:4]([CH2:15][CH2:16]O)[CH:5]([C:8]2[CH:13]=[CH:12][CH:11]=[CH:10][C:9]=2[Cl:14])[CH2:6][N:7]=1.S(Cl)([Cl:20])=O>C(Cl)(Cl)Cl>[ClH:14].[NH2:2][C:3]1[N:4]([CH2:15][CH2:16][Cl:20])[CH:5]([C:8]2[CH:13]=[CH:12][CH:11]=[CH:10][C:9]=2[Cl:14])[CH2:6][N:7]=1 |f:0.1,4.5|. Procedure details: A mixture of 4.15 parts of 2-amino-5-(o-chlorophenyl)-2-imidazoline-1-ethanol hydrochloride in 22.5 parts of chloroform is treated with 3.6 parts of thionyl chloride and the whole is stirred at reflux temperature for 30 minutes. The solvent is evaporated and the residue is taken up in 15 parts of chloroform. The latter is evaporated again, yielding 2-amino-1-(2-chloroethyl)-5 (o-chlorophenyl)-2-imidazoline hydrochloride as a residue. The reactants are C(C1=CC=CC=C1)OC=1C=C2C=CN(C2=CC1)C (5-benzyloxy-1-methyl-1H-indole), [OH-].[K+] (potassium hydroxide), S(=O)(=O)(OC)OC (dimethyl sulfate), S(=O)(=O)([O-])[O-].[Na+].[Na+] (sodium sulfate). Solvent: C(C)O (ethanol). Run at time 10 minute. Yields the product CN1C=CC2=CC(=CC=C12)O (1-Methyl-1H-indol-5-ol). Reaction SMILES: C([O:8][C:9]1[CH:10]=[C:11]2[C:15](=[CH:16][CH:17]=1)[N:14]([CH3:18])[CH:13]=[CH:12]2)C1C=CC=CC=1.[OH-].[K+].S([O-])([O-])(=O)=O.[Na+].[Na+].S(OC)(OC)(=O)=O>C(O)C>[CH3:18][N:14]1[C:15]2[C:11](=[CH:10][C:9]([OH:8])=[CH:17][CH:16]=2)[CH:12]=[CH:13]1 |f:1.2,3.4.5|. Procedure details: (Ref: Taborsky, R. G.; Delvigs, P; Palaic, D; Bumpus, F. M. J. Med. Chem. (1967), 10(3), 403–7). To a solution of 5-benzyloxy-1-methyl-1H-indole (2 g, 8.9 mmol) in ethanol (20 mL) was added potassium hydroxide (0.62 g, 11.2 mmol). The resulting solution was allowed to stir at room temperature for 10 mins before evaporating the ethanol in vacuo. The residue was taken up in acetone (75 mL) and sodium sulfate (6.4 g, 44.8 mmol) was added, followed by dimethyl sulfate (0.87 mL, 8.9 mmol) via syringe...